Dataset: the Open Reaction Database (ORD), a public repository of structured organic reaction records. Task: describe an organic reaction: reactants, conditions, products, and yield RXN SMILES: [BH4-:20].[CH3:22][CH2:23][O:24][C:25](=[O:26])[CH3:27].[CH3:28][OH:29].[Na+:21].[O:1]1[CH:2]2[C:3](=[O:19])[CH:4]=[C:5]([NH:9][C:10]([c:11]3[c:12]([OH:13])[cH:14][cH:15][cH:16][cH:17]3)=[O:18])[C:6](=[O:8])[CH:7]12>>[O:1]1[CH:2]2[C:3](=[O:19])[CH:4]=[C:5]([NH:9][C:10]([c:11]3[c:12]([OH:13])[cH:14][cH:15][cH:16][cH:17]3)=[O:18])[CH:6]([OH:8])[CH:7]12. The reactants are [BH4-], CCOC(C)=O, CO, [Na+], O=C(NC1=CC(=O)C2OC2C1=O)c1ccccc1O. The product is O=C(NC1=CC(=O)C2OC2C1O)c1ccccc1O.